Task: describe an organic reaction: reactants, conditions, products, and yield. Dataset: the Open Reaction Database (ORD), a public repository of structured organic reaction records The reactants are FC1=CC(=C(C#N)C=C1C(C1=CC(=CC=C1)F)=O)OC (4-fluoro-5-(3-fluoro-benzoyl)-2-methoxy-benzonitrile), O (water), O.NN (hydrazine monohydrate). Run in O1CCCC1 (tetrahydrofuran), CO (methanol). Product: FC=1C=C(C=CC1)C1=NNC2=CC(=C(C=C12)C#N)OC (3-(3-Fluoro-phenyl)-6-methoxy-1H-indazole-5-carbonitrile). Reaction SMILES: F[C:2]1[C:9]([C:10](=O)[C:11]2[CH:16]=[CH:15][CH:14]=[C:13]([F:17])[CH:12]=2)=[CH:8][C:5]([C:6]#[N:7])=[C:4]([O:19][CH3:20])[CH:3]=1.O.[NH2:22][NH2:23].O>O1CCCC1.CO>[F:17][C:13]1[CH:12]=[C:11]([C:10]2[C:9]3[C:2](=[CH:3][C:4]([O:19][CH3:20])=[C:5]([C:6]#[N:7])[CH:8]=3)[NH:23][N:22]=2)[CH:16]=[CH:15][CH:14]=1 |f:1.2|. Procedure: A total of 203 mg of 4-fluoro-5-(3-fluoro-benzoyl)-2-methoxy-benzonitrile obtained in Production Example II-1-c was dissolved in 3 ml of tetrahydrofuran and 3 ml of methanol, 7.4 ml of hydrazine monohydrate was added at room temperature under stirring, and the mixture was stirred at room temperature for 14 hours. Then, water was added and the mixture was extracted with ethyl acetate. The resulting organic layer was washed with 1 N hydrochloric acid, saturated aqueous sodium hydrogencarbonate sol...